This data is from the Open Reaction Database (ORD), a public repository of structured organic reaction records. The task is: describe an organic reaction: reactants, conditions, products, and yield Starting materials: COC=1C=C2C(=CC=NC2=CC1)CCC[C@H]1[C@H](CN(CC1)CCCC=1SC=CC1)C(=O)OC (methyl (3R,4R)-4-[3-(6-methoxyquinolin-4-yl)propyl]-1-[3-(thien-2-yl)propyl]piperidine-3-carboxylate), [OH-] (hydroxide). Run in O (water), O1CCOCC1 (dioxane), O1CCOCC1 (dioxane). Conditions: temperature 60 celsius, time 20 hour. Yields the product COC=1C=C2C(=CC=NC2=CC1)CCC[C@H]1[C@H](CN(CC1)CCCC=1SC=CC1)C(=O)O ((3R,4R)-4-[3-(6-methoxyquinolin-4-yl)propyl]-1 -[3-(thien-2- yl)propyl]piperidine-3-carboxylic acid). Isolated yield 58.5%. RXN SMILES: [CH3:1][O:2][C:3]1[CH:4]=[C:5]2[C:10](=[CH:11][CH:12]=1)[N:9]=[CH:8][CH:7]=[C:6]2[CH2:13][CH2:14][CH2:15][C@@H:16]1[CH2:21][CH2:20][N:19]([CH2:22][CH2:23][CH2:24][C:25]2[S:26][CH:27]=[CH:28][CH:29]=2)[CH2:18][C@@H:17]1[C:30]([O:32]C)=[O:31].[OH-]>O1CCOCC1.O>[CH3:1][O:2][C:3]1[CH:4]=[C:5]2[C:10](=[CH:11][CH:12]=1)[N:9]=[CH:8][CH:7]=[C:6]2[CH2:13][CH2:14][CH2:15][C@@H:16]1[CH2:21][CH2:20][N:19]([CH2:22][CH2:23][CH2:24][C:25]2[S:26][CH:27]=[CH:28][CH:29]=2)[CH2:18][C@@H:17]1[C:30]([OH:32])=[O:31]. Reported procedure: A solution of 0.37 g of methyl (3R,4R)-4-[3-(6-methoxyquinolin-4-yl)propyl]-1-[3-(thien-2-yl)propyl]piperidine-3-carboxylate in 6 cm3 of dioxane, to which dioxane had been added 1.6 cm3 of N aqueous hydroxide, was stirred at a temperature in the region of 60° C. for 20 hours. After evaporating the solvents under reduced pressure (5 kPa) at a temperature in the region of 45° C., the residue obtained was taken up in 20 cm3 of water and then the aqueous phase was washed with 20 cm3 of ethyl ether. ... Reported procedure: To a mixture of 2,2,2-trifluoro-1-(5-(methylsulfonyl)-[1,1′-biphenyl]-2-yl)ethanol (720 mg, 2.2 mmol)) in CH2Cl2 (50 mL) was added Dess-Martin periodinane (1.1 g, 2.6 mmol). The reaction was stirred for 2 h at RT, then concentrated in vacuo and purified directly on normal phase silica gel to provide 2,2,2-trifluoro-1-(5-(methylsulfonyl)-[1,1′-biphenyl]-2-yl)ethanone as a white solid. Product: FC(C(=O)C1=C(C=C(C=C1)S(=O)(=O)C)C1=CC=CC=C1)(F)F (2,2,2-trifluoro-1-(5-(methylsulfonyl)-[1,1′-biphenyl]-2-yl)ethanone). RXN SMILES: [F:1][C:2]([F:22])([F:21])[CH:3]([C:5]1[CH:10]=[CH:9][C:8]([S:11]([CH3:14])(=[O:13])=[O:12])=[CH:7][C:6]=1[C:15]1[CH:20]=[CH:19][CH:18]=[CH:17][CH:16]=1)[OH:4].CC(OI1(OC(C)=O)(OC(C)=O)OC(=O)C2C=CC=CC1=2)=O>C(Cl)Cl>[F:22][C:2]([F:1])([F:21])[C:3]([C:5]1[CH:10]=[CH:9][C:8]([S:11]([CH3:14])(=[O:13])=[O:12])=[CH:7][C:6]=1[C:15]1[CH:16]=[CH:17][CH:18]=[CH:19][CH:20]=1)=[O:4]. Solvent: C(Cl)Cl (CH2Cl2). Run at time 2 hour. Starting materials: FC(C(O)C1=C(C=C(C=C1)S(=O)(=O)C)C1=CC=CC=C1)(F)F (2,2,2-trifluoro-1-(5-(methylsulfonyl)-[1,1′-biphenyl]-2-yl)ethanol), CC(=O)OI1(C=2C=CC=CC2C(=O)O1)(OC(=O)C)OC(=O)C (Dess-Martin periodinane).